This data is from the Open Reaction Database (ORD), a public repository of structured organic reaction records. The task is: describe an organic reaction: reactants, conditions, products, and yield Reactants: Cl.Cl.CC1=C(C=NC=C1)OC[C@H]1NCCC1 (4-methyl-3-(2-(S)-pyrrolidinylmethoxy)pyridine dihydrochloride), C(=O)O.C=O (formic acid formaldehyde). Yields the product Cl.Cl.CC1=C(C=NC=C1)OC[C@H]1N(CCC1)C (4-methyl-3-((1-methyl-2-(S)-pyrrolidinyl)methoxy)pyridine dihydrochloride). Reaction SMILES: [ClH:1].Cl.[CH3:3][C:4]1[CH:9]=[CH:8][N:7]=[CH:6][C:5]=1[O:10][CH2:11][C@@H:12]1[CH2:16][CH2:15][CH2:14][NH:13]1.[CH:17](O)=O.C=O>>[ClH:1].[ClH:1].[CH3:3][C:4]1[CH:9]=[CH:8][N:7]=[CH:6][C:5]=1[O:10][CH2:11][C@@H:12]1[CH2:16][CH2:15][CH2:14][N:13]1[CH3:17] |f:0.1.2,3.4,5.6.7|. Reported procedure: To a 330 mg sample of 4methyl-3-(2-(S)-pyrrolidinylmethoxy)pyridine (from Example 27 above) was added a solution of formic acid/ formaldehyde (1:2,2 mL). The mixture was heated at reflux for 5 hours, and the volatiles were removed by evaporation. The residue was dissolved in 1 mL of 20% NaOH. The solution was extracted with CH2Cl2 (3X), then the organic layer was dried (Na2SO4) and concentrated. The crude product was purified by chromatography over silica gel to afford 295 mg of the title compou...